Dataset: the Open Reaction Database (ORD), a public repository of structured organic reaction records. Task: describe an organic reaction: reactants, conditions, products, and yield As a reaction SMILES: [F:1][C:2]([F:14])([F:13])[C:3]1[CH:4]=[C:5]([C:9]([CH:11]=O)=[O:10])[CH:6]=[CH:7][CH:8]=1.[C:15]([C:19]1[CH:24]=[CH:23][C:22]([CH2:25][CH2:26][NH2:27])=[CH:21][CH:20]=1)([O:17][CH3:18])=[O:16]>>[C:15]([C:19]1[CH:24]=[CH:23][C:22]([CH2:25][CH2:26][NH:27][CH2:11][CH:9]([OH:10])[C:5]2[CH:6]=[CH:7][CH:8]=[C:3]([C:2]([F:1])([F:13])[F:14])[CH:4]=2)=[CH:21][CH:20]=1)([O:17][CH3:18])=[O:16]. The product is C(=O)(OC)C1=CC=C(C=C1)CCNCC(C1=CC(=CC=C1)C(F)(F)F)O (N-(2-(4-Carbomethoxyphenyl)ethyl)-2-hydroxy-2-(3-trifluoromethylphenyl) ethanamine). The reactants are FC(C=1C=C(C=CC1)C(=O)C=O)(F)F (3-trifluoromethylphenyl glyoxal), C(=O)(OC)C1=CC=C(C=C1)CCN (2-(4-carbomethoxyphenyl) ethanamine). Procedure details: The title compound was prepared as in Example 1a from 3-trifluoromethylphenyl glyoxal (3.85 g) and 2-(4-carbomethoxyphenyl) ethanamine (3.4 g), and crystallised from hexane m.p. 75-77.5. τ(CDCl3) 7.66 (2H, broad, replaceable by D2O), 5.9-6.5 (6H, m), 6.15 (3H,s), 5.3 (1H,m), 2.75 (2H,d,J=8 Hz), 2.3-2.6 (4H,m), 2.03 (2H,d,J=8 Hz). Starting materials: ClC1=NC2=CC=C(C=C2C=C1C=O)OC (2-chloro-6-methoxy-3-quinolinecarbaldehyde), CO (methanol), [BH4-].[Na+] (sodium borohydride), CC(=O)C (Acetone). Solvent: C(C)(=O)OCC (ethyl acetate), O (water). Run at time 30 minute. The product is ClC1=NC2=CC=C(C=C2C=C1CO)OC ((2-chloro-6-methoxy-quinolin-3-yl)-methanol). Yield: 95.8%. As a reaction SMILES: [Cl:1][C:2]1[C:11]([CH:12]=[O:13])=[CH:10][C:9]2[C:4](=[CH:5][CH:6]=[C:7]([O:14][CH3:15])[CH:8]=2)[N:3]=1.CO.[BH4-].[Na+].CC(C)=O>C(OCC)(=O)C.O>[Cl:1][C:2]1[C:11]([CH2:12][OH:13])=[CH:10][C:9]2[C:4](=[CH:5][CH:6]=[C:7]([O:14][CH3:15])[CH:8]=2)[N:3]=1 |f:2.3|. Procedure details: To the mixture of 2-chloro-6-methoxy-3-quinolinecarbaldehyde (3.1 g, 14 mmol) and methanol (10 ml), sodium borohydride (530 mg, 14 mmol) was added at 0° C. (an outer temperature), and the obtained reaction mixture was stirred at the same temperature for 30 minutes. Acetone was added to the reaction mixture at the same temperature, followed by the addition of water and ethyl acetate at the same temperature. The organic layer was separated and washed with saturated saline. The solvents were evapor... Starting materials: CO, NC1CCC(Nc2cc(Nc3cccc(Br)n3)c3ncc(C(=O)Nc4ccncc4F)n3n2)CC1, NCCO, NC1CCC(Nc2cc(Nc3cccc(NC4CCC(O)CC4)n3)c3ncc(C(=O)Nc4ccncc4F)n3n2)CC1. Yields the product NC1CCC(Nc2cc(Nc3cccc(NCCO)n3)c3ncc(C(=O)Nc4ccncc4F)n3n2)CC1. Reaction SMILES: [CH3:82][OH:83].[NH2:1][CH:2]1[CH2:3][CH2:4][CH:5]([NH:8][c:9]2[cH:10][c:11]([NH:28][c:29]3[n:30][c:31]([Br:35])[cH:32][cH:33][cH:34]3)[c:12]3[n:13]([n:14]2)[c:15]([C:18](=[O:19])[NH:20][c:21]2[c:22]([F:27])[cH:23][n:24][cH:25][cH:26]2)[cH:16][n:17]3)[CH2:6][CH2:7]1.[NH2:36][CH2:37][CH2:38][OH:39].[NH2:40][CH:41]1[CH2:42][CH2:43][CH:44]([NH:45][c:46]2[cH:47][c:48]([NH:49][c:50]3[cH:51][cH:52][cH:53][c:54]([NH:55][CH:56]4[CH2:57][CH2:58][CH:59]([OH:60])[CH2:61][CH2:62]4)[n:63]3)[c:64]3[n:65]([c:66]([C:67]([NH:68][c:69]4[cH:70][cH:71][n:72][cH:73][c:74]4[F:75])=[O:76])[cH:77][n:78]3)[n:79]2)[CH2:80][CH2:81]1>>[NH2:1][CH:2]1[CH2:3][CH2:4][CH:5]([NH:8][c:9]2[cH:10][c:11]([NH:28][c:29]3[n:30][c:31]([NH:36][CH2:37][CH2:38][OH:39])[cH:32][cH:33][cH:34]3)[c:12]3[n:13]([n:14]2)[c:15]([C:18](=[O:19])[NH:20][c:21]2[c:22]([F:27])[cH:23][n:24][cH:25][cH:26]2)[cH:16][n:17]3)[CH2:6][CH2:7]1. Reactants: O=C(CCc1ccco1)NCCC(=O)C1CCCC1, Cc1cc(C#CCCC(=O)C2CCCC2)c(C)cc1O, COC(=O)C(Cl)C(C)=O. As a reaction SMILES: [CH:1]1([C:6]([CH2:7][CH2:8][NH:9][C:10]([CH2:11][CH2:12][c:13]2[o:14][cH:15][cH:16][cH:17]2)=[O:18])=[O:19])[CH2:2][CH2:3][CH2:4][CH2:5]1.[CH:20]1([C:21](=[O:22])[CH2:23][CH2:24][C:25]#[C:26][c:27]2[cH:28][c:29]([CH3:30])[c:31]([OH:32])[cH:33][c:34]2[CH3:35])[CH2:36][CH2:37][CH2:38][CH2:39]1.[Cl:40][CH:41]([C:42](=[O:43])[O:44][CH3:45])[C:46](=[O:47])[CH3:48]>>[CH:1]1([C:6]2([CH2:7][CH2:8][NH:9][C:10]([CH2:11][CH2:12][c:13]3[o:14][cH:15][cH:16][cH:17]3)=[O:18])[O:19][C:42](=[O:43])[CH:41]([Cl:40])[C:46](=[O:47])[CH2:48]2)[CH2:2][CH2:3][CH2:4][CH2:5]1. Yields the product O=C(CCc1ccco1)NCCC1(C2CCCC2)CC(=O)C(Cl)C(=O)O1. Starting materials: O=C([O-])[O-], Cn1cnc(S(N)(=O)=O)c1, CC(C)c1cc(C(C)C)c(-c2ccccc2P(C2CCCCC2)C2CCCCC2)c(C(C)C)c1, Fc1cccc(CSc2nc(Cl)cc(OC(F)F)n2)c1F, [Cs+], [Cs+], O=C(C=Cc1ccccc1)C=Cc1ccccc1, C1COCCO1, O=C(C=Cc1ccccc1)C=Cc1ccccc1, O=C(C=Cc1ccccc1)C=Cc1ccccc1, [Pd], [Pd]. The product is Cn1cnc(S(=O)(=O)Nc2cc(OC(F)F)nc(SCc3cccc(F)c3F)n2)c1. RXN SMILES: [C:45](=[O:46])([O-:47])[O-:48].[CH3:1][n:2]1[cH:3][n:4][c:5]([S:7](=[O:8])(=[O:9])[NH2:10])[cH:6]1.[CH:11]1([P:12]([CH:13]2[CH2:14][CH2:15][CH2:16][CH2:17][CH2:18]2)[c:19]2[cH:20][cH:21][cH:22][cH:23][c:24]2-[c:25]2[c:26]([CH:27]([CH3:28])[CH3:29])[cH:30][c:31]([CH:32]([CH3:33])[CH3:34])[cH:35][c:36]2[CH:37]([CH3:38])[CH3:39])[CH2:40][CH2:41][CH2:42][CH2:43][CH2:44]1.[Cl:51][c:52]1[n:53][c:54]([S:62][CH2:63][c:64]2[c:65]([F:71])[c:66]([F:70])[cH:67][cH:68][cH:69]2)[n:55][c:56]([O:58][CH:59]([F:60])[F:61])[cH:57]1.[Cs+:49].[Cs+:50].[O:110]=[C:111]([CH:112]=[CH:113][c:114]1[cH:115][cH:116][cH:117][cH:118][cH:119]1)[CH:120]=[CH:121][c:122]1[cH:123][cH:124][cH:125][cH:126][cH:127]1.[O:128]1[CH2:129][CH2:130][O:131][CH2:132][CH2:133]1.[O:74]=[C:75]([CH:76]=[CH:77][c:78]1[cH:79][cH:80][cH:81][cH:82][cH:83]1)[CH:84]=[CH:85][c:86]1[cH:87][cH:88][cH:89][cH:90][cH:91]1.[O:92]=[C:93]([CH:94]=[CH:95][c:96]1[cH:97][cH:98][cH:99][cH:100][cH:101]1)[CH:102]=[CH:103][c:104]1[cH:105][cH:106][cH:107][cH:108][cH:109]1.[Pd:72].[Pd:73]>>[CH3:1][n:2]1[cH:3][n:4][c:5]([S:7](=[O:8])(=[O:9])[NH:10][c:52]2[n:53][c:54]([S:62][CH2:63][c:64]3[c:65]([F:71])[c:66]([F:70])[cH:67][cH:68][cH:69]3)[n:55][c:56]([O:58][CH:59]([F:60])[F:61])[cH:57]2)[cH:6]1. Starting materials: C(C)(C)(C)OC(=O)N1C[C@H](CC1)N(C1=CC(=C(C=C1)F)Cl)C1=NC=C(C=C1)Br (3(S)-[(5-bromopyridin-2-yl)-(3-chloro-4-fluorophenyl)amino]pyrrolidine-1-carboxylic acid tert-butyl ester), FC1=CC=C(C=C1)OB(O)O (4-fluorophenylboric acid), C([O-])([O-])=O.[Na+].[Na+] (sodium carbonate), C1(=CC=CC=C1)C (toluene). Reagents/catalysts: C=1C=CC(=CC1)[P](C=2C=CC=CC2)(C=3C=CC=CC3)[Pd]([P](C=4C=CC=CC4)(C=5C=CC=CC5)C=6C=CC=CC6)([P](C=7C=CC=CC7)(C=8C=CC=CC8)C=9C=CC=CC9)[P](C=1C=CC=CC1)(C=1C=CC=CC1)C=1C=CC=CC1 (tetrakis(triphenylphosphine)palladium). The solvent is O (water), C(C)(=O)OCC (ethyl acetate). Reaction conditions: temperature 100 celsius, time 10 hour. Product: C(C)(C)(C)OC(=O)N1C[C@H](CC1)N(C1=NC=C(C=C1)C1=CC=C(C=C1)F)C1=CC(=C(C=C1)F)Cl (3(S)-{(3-chloro-4-fluorophenyl)-[5-(4-fluorophenyl)pyridin-2-yl]amino}pyrrolidine-1-carboxylic acid tert-butyl ester). Yield: 0.8%. RXN SMILES: [C:1]([O:5][C:6]([N:8]1[CH2:12][CH2:11][C@H:10]([N:13]([C:22]2[CH:27]=[CH:26][C:25](Br)=[CH:24][N:23]=2)[C:14]2[CH:19]=[CH:18][C:17]([F:20])=[C:16]([Cl:21])[CH:15]=2)[CH2:9]1)=[O:7])([CH3:4])([CH3:3])[CH3:2].[F:29][C:30]1[CH:35]=[CH:34][C:33](OB(O)O)=[CH:32][CH:31]=1.C(=O)([O-])[O-].[Na+].[Na+].C1(C)C=CC=CC=1>C1C=CC([P]([Pd]([P](C2C=CC=CC=2)(C2C=CC=CC=2)C2C=CC=CC=2)([P](C2C=CC=CC=2)(C2C=CC=CC=2)C2C=CC=CC=2)[P](C2C=CC=CC=2)(C2C=CC=CC=2)C2C=CC=CC=2)(C2C=CC=CC=2)C2C=CC=CC=2)=CC=1.O.C(OCC)(=O)C>[C:1]([O:5][C:6]([N:8]1[CH2:12][CH2:11][C@H:10]([N:13]([C:14]2[CH:19]=[CH:18][C:17]([F:20])=[C:16]([Cl:21])[CH:15]=2)[C:22]2[CH:27]=[CH:26][C:25]([C:33]3[CH:34]=[CH:35][C:30]([F:29])=[CH:31][CH:32]=3)=[CH:24][N:23]=2)[CH2:9]1)=[O:7])([CH3:4])([CH3:3])[CH3:2] |f:2.3.4,^1:56,58,77,96|. Reported procedure: 3(S)-[(5-bromopyridin-2-yl)-(3-chloro-4-fluorophenyl)amino]pyrrolidine-1-carboxylic acid tert-butyl ester (300 mg, 0.64 mmol), 4-fluorophenylboric acid (98 mg, 0.7 mmol), tetrakis(triphenylphosphine)palladium (23 mg, 0.02 mmol) and a 2 M aqueous sodium carbonate solution (0.83 ml) were added to toluene (3 ml), followed by stirring under a nitrogen atmosphere at 100° C. for 10 hours. After cooling to room temperature, ethyl acetate and water were added to the reaction solution to separate the rea... Starting materials: C(#N)C1C2(C3=CC(=CC(N3C1)=O)C(C(=O)OCC)OC(=O)[C@@H]1N(CCC1)S(=O)(=O)C1=CC=C(C=C1)C)OCCO2 (Ethyl 2-cyano-1,1-(ethylenedioxy)-a-[(R)-1-(p-toluenesulfonyl)pyrrolidin-2-ylcarbonyloxy]-5-oxo-1,2,3,5-tetrahydroindolizine-7-acetate), C(C)I (ethyl iodide), CN(C=O)C (N,N-dimethylformamide), [H-].[Na+] (NaH), resultant mixture. Run in C(Cl)(Cl)Cl (chloroform). Reaction conditions: time 3 hour. Product: C(#N)C=1C(N2CCC3(C2=CC1[C@@](C(=O)OCC)(OC(=O)[C@@H]1N(CCC1)S(=O)(=O)C1=CC=C(C=C1)C)CC)OCCO3)=O (Ethyl (S)-6-cyano-α-ethyl-1,1-(ethylenedioxy)-α-[(R)-1-(p-toluenesulfonyl)pyrrolidin-2-ylcarbonyloxy]-5-oxo-1,2,3,5-tetrahydroindolizine-7-acetate). RXN SMILES: C([CH:3]1[CH2:11][N:10]2[C:5](=[CH:6][C:7]([CH:13]([O:19][C:20]([C@H:22]3[CH2:26][CH2:25][CH2:24][N:23]3[S:27]([C:30]3[CH:35]=[CH:34][C:33]([CH3:36])=[CH:32][CH:31]=3)(=[O:29])=[O:28])=[O:21])[C:14]([O:16][CH2:17][CH3:18])=[O:15])=[CH:8][C:9]2=[O:12])[C:4]21[O:40][CH2:39][CH2:38][O:37]2)#N.[H-].[Na+].[CH2:43](I)[CH3:44].[CH3:46][N:47](C)C=O>C(Cl)(Cl)Cl>[C:46]([C:8]1[C:9](=[O:12])[N:10]2[C:5](=[CH:6][C:7]=1[C@:13]([CH2:43][CH3:44])([O:19][C:20]([C@H:22]1[CH2:26][CH2:25][CH2:24][N:23]1[S:27]([C:30]1[CH:35]=[CH:34][C:33]([CH3:36])=[CH:32][CH:31]=1)(=[O:28])=[O:29])=[O:21])[C:14]([O:16][CH2:17][CH3:18])=[O:15])[C:4]1([O:37][CH2:38][CH2:39][O:40]1)[CH2:3][CH2:11]2)#[N:47] |f:1.2|. Procedure: Dissolved in 28 ml of anhydrous N,N-dimethylformamide was 3.50 g of the compound (XII) obtained in the above procedure (2), followed by an addition of 248 mg of 60% NaH. After stirring the resultant mixture at room temperature for 1 hour, 5 ml of ethyl iodide was added and the resulting mixture was stirred at room temperature for 3 hours. After concentration of the reaction mixture under reduced pressure, the residue was dissolved in chloroform and the resulting chloroform solution was washed fi... Reactants: C1(C=2C(C(N1C1[C@@H]3N(C(=C(CS3)CSC=3SC(=NN3)C)C(=O)OC(C3=CC=CC=C3)C3=CC=CC=C3)C1=O)=O)=CC=CC2)=O (benzhydryl 7-phthalimido-3-(5-methyl-1,3,4-thiadiazol-2-yl)thiomethyl-3-cephem-4-carboxylate), O (water), S(O)(O)(=O)=O (sulfuric acid), C1CCOC1 (THF), O (water). Solvent: C(C)(=O)OCC (ethyl acetate). Run at time 15 minute. Product: C(=O)(O)C1=C(C(=O)NC2[C@@H]3N(C(=C(CS3)CSC=3SC(=NN3)C)C(=O)OC(C3=CC=CC=C3)C3=CC=CC=C3)C2=O)C=CC=C1 (Benzhydryl 7-(2-carboxybenzamido)-3-(5-methyl-1,3,4-thiadiazol-2-yl)thiomethyl-3-cephem-4-carboxylate). As a reaction SMILES: [C:1]1(=[O:44])[N:5]([CH:6]2[C:37](=[O:38])[N:8]3[C:9]([C:21]([O:23][CH:24]([C:31]4[CH:36]=[CH:35][CH:34]=[CH:33][CH:32]=4)[C:25]4[CH:30]=[CH:29][CH:28]=[CH:27][CH:26]=4)=[O:22])=[C:10]([CH2:13][S:14][C:15]4[S:16][C:17]([CH3:20])=[N:18][N:19]=4)[CH2:11][S:12][C@H:7]23)[C:4](=[O:39])[C:3]2=[CH:40][CH:41]=[CH:42][CH:43]=[C:2]12.C1C[O:48]CC1.O.S(=O)(=O)(O)O>C(OCC)(=O)C>[C:1]([C:2]1[CH:43]=[CH:42][CH:41]=[CH:40][C:3]=1[C:4]([NH:5][CH:6]1[C:37](=[O:38])[N:8]2[C:9]([C:21]([O:23][CH:24]([C:31]3[CH:36]=[CH:35][CH:34]=[CH:33][CH:32]=3)[C:25]3[CH:26]=[CH:27][CH:28]=[CH:29][CH:30]=3)=[O:22])=[C:10]([CH2:13][S:14][C:15]3[S:16][C:17]([CH3:20])=[N:18][N:19]=3)[CH2:11][S:12][C@H:7]12)=[O:39])([OH:48])=[O:44]. Procedure: A solution of benzhydryl 7-phthalimido-3-(5-methyl-1,3,4-thiadiazol-2-yl)thiomethyl-3-cephem-4-carboxylate (2 mmol.) in 25 ml. of THF and 8 ml. of water is cooled in an ice-water bath, and 660 mg. of Na2S. 9H2O are then added. The mixture is stirred for 15 minutes, and 10 ml. of water and 40 ml. of ethyl acetate are added. The layers are separated, and a neutral material is obtained from the ethyl acetate layer. The aqueous layer is acidified to pH 4.3 with 1N sulfuric acid and is extracted twic...